Dataset: the Open Reaction Database (ORD), a public repository of structured organic reaction records. Task: describe an organic reaction: reactants, conditions, products, and yield Starting materials: N1N=NN=C1C=1C=C(COCC2(CCN(CC2)C(=O)OC(C)(C)C)C2=CC=CC=C2)C=C(C1)C(F)(F)F (tert-Butyl 4-((3-(1H-tetrazol-5-yl)-5-(trifluoromethyl)benzyloxy)methyl)-4-phenylpiperidine-1-carboxylate). The solvent is FC(C(=O)O)(F)F.C(Cl)Cl (trifluoroacetic acid methylene chloride). Reaction conditions: time 1 hour. Yields the product N1N=NN=C1C=1C=C(COCC2(CCNCC2)C2=CC=CC=C2)C=C(C1)C(F)(F)F (4-((3-(1H-Tetrazol-5-yl)-5-(trifluoromethyl)benzyloxy)methyl)-4-phenylpiperidine). RXN SMILES: [NH:1]1[C:5]([C:6]2[CH:7]=[C:8]([CH:31]=[C:32]([C:34]([F:37])([F:36])[F:35])[CH:33]=2)[CH2:9][O:10][CH2:11][C:12]2([C:25]3[CH:30]=[CH:29][CH:28]=[CH:27][CH:26]=3)[CH2:17][CH2:16][N:15](C(OC(C)(C)C)=O)[CH2:14][CH2:13]2)=[N:4][N:3]=[N:2]1>FC(F)(F)C(O)=O.C(Cl)Cl>[NH:4]1[C:5]([C:6]2[CH:7]=[C:8]([CH:31]=[C:32]([C:34]([F:37])([F:35])[F:36])[CH:33]=2)[CH2:9][O:10][CH2:11][C:12]2([C:25]3[CH:30]=[CH:29][CH:28]=[CH:27][CH:26]=3)[CH2:13][CH2:14][NH:15][CH2:16][CH2:17]2)=[N:1][N:2]=[N:3]1 |f:1.2|. Procedure details: tert-Butyl 4-((3-(1H-tetrazol-5-yl)-5-(trifluoromethyl)benzyloxy)methyl)-4-phenylpiperidine-1-carboxylate (30.0 mg, 0.058 mmol) was dissolved in a trifluoroacetic acid/methylene chloride mixture (1:1, 1 mL) and stirred under nitrogen for 1 h. The solvent was removed in vacuo and the resulting crude mixture passed through a strong cation exchange column. After washing the column with several volumes of methanol, the product was eluted by washing the column with 2 M ammonia in methanol. Concentrat... The reactants are CCOC(C)=O, Cl, [H][H], Nc1ccc(C(c2ccc(Oc3cccc([N+](=O)[O-])c3)cc2)(C(F)(F)F)C(F)(F)F)cc1, O. Product: Nc1ccc(C(c2ccc(Oc3cccc(N)c3)cc2)(C(F)(F)F)C(F)(F)F)cc1. Reaction SMILES: [CH3:36][CH2:37][O:38][C:39](=[O:40])[CH3:41].[ClH:42].[H:33][H:34].[NH2:1][c:2]1[cH:3][cH:4][c:5]([C:8]([C:9]([F:10])([F:11])[F:12])([C:13]([F:14])([F:15])[F:16])[c:17]2[cH:18][cH:19][c:20]([O:23][c:24]3[cH:25][c:26]([N+:30]([O-:31])=[O:32])[cH:27][cH:28][cH:29]3)[cH:21][cH:22]2)[cH:6][cH:7]1.[OH2:35]>>[NH2:1][c:2]1[cH:3][cH:4][c:5]([C:8]([C:9]([F:10])([F:11])[F:12])([C:13]([F:14])([F:15])[F:16])[c:17]2[cH:18][cH:19][c:20]([O:23][c:24]3[cH:25][c:26]([NH2:30])[cH:27][cH:28][cH:29]3)[cH:21][cH:22]2)[cH:6][cH:7]1. Starting materials: CC(=CC=CCCC=C)C (dimethyl-1,3,7-octatriene), C1(CCCCC1)P(C1CCCCC1)C1CCCCC1 (tricyclohexylphosphine), H3Po4. The reagents and catalysts are C/C(=C/C(=O)C)/[O-].C/C(=C/C(=O)C)/[O-].[Pd+2] (palladium acetylacetonate). The product is CC(=C)CC=CC=C(C)C (2,7-dimethyl-1,4,6-octatriene). The yield is 80.3%. As a reaction SMILES: [CH3:1][C:2]([CH3:10])=[CH:3][CH:4]=[CH:5][CH2:6][CH2:7][CH:8]=C.[CH:11]1(P(C2CCCCC2)C2CCCCC2)CCCCC1>C/C(/[O-])=C/C(C)=O.C/C(/[O-])=C/C(C)=O.[Pd+2]>[CH3:11][C:7]([CH2:6][CH:5]=[CH:4][CH:3]=[C:2]([CH3:1])[CH3:10])=[CH2:8] |f:2.3.4|. Procedure: 10 g of dimethyl-1,3,7-octatriene are kept under argon atmosphere for 36 hours with 0,303 g palladium acetylacetonate, 1,4 g of tricyclohexylphosphine and 0,1 g of H3Po4. After this period, 80.3% of 2,7-dimethyl-1,4,6-octatriene have been formed (GC-analysis). Starting materials: ClCCl, O=C(O)Cc1ccc(I)cc1, CN(C)C=O, O=S(Cl)Cl. Yields the product O=C(Cl)Cc1ccc(I)cc1. Reaction SMILES: [Cl:21][CH2:22][Cl:23].[I:10][c:11]1[cH:12][cH:13][c:14]([CH2:17][C:18](=[O:19])[OH:20])[cH:15][cH:16]1.[O:5]=[CH:6][N:7]([CH3:8])[CH3:9].[S:1]([Cl:2])([Cl:3])=[O:4]>>[Cl:3][C:18]([CH2:17][c:14]1[cH:13][cH:12][c:11]([I:10])[cH:16][cH:15]1)=[O:20]. Reaction SMILES: [S:1]1[CH:5]=[CH:4][C:3]([C:6]2[CH:14]=[CH:13][C:9]([C:10]([OH:12])=O)=[CH:8][N:7]=2)=[CH:2]1.[NH:15]1[CH2:19][CH2:18][CH2:17][C@H:16]1[CH2:20][N:21]1[CH2:25][CH2:24][CH2:23][CH2:22]1>>[N:21]1([CH2:20][C@@H:16]2[CH2:17][CH2:18][CH2:19][N:15]2[C:10]([C:9]2[CH:8]=[N:7][C:6]([C:3]3[CH:4]=[CH:5][S:1][CH:2]=3)=[CH:14][CH:13]=2)=[O:12])[CH2:25][CH2:24][CH2:23][CH2:22]1. Procedure details: The title compound is prepared in a manner substantially analogous to General Procedure D using 6-thiophen-3-yl-nicotinic acid and (S)(+)-1-(2-pyrrolidinylmethyl)pyrrolidine to give the title compound (35 mg). MS (ES+) 342.1 (M+H)+ The reactants are S1C=C(C=C1)C1=NC=C(C(=O)O)C=C1 (6-thiophen-3-yl-nicotinic acid), N1[C@@H](CCC1)CN1CCCC1 ((S)(+)-1-(2-pyrrolidinylmethyl)pyrrolidine). Yields the product N1(CCCC1)C[C@H]1N(CCC1)C(=O)C=1C=NC(=CC1)C1=CSC=C1 ((2(S)-Pyrrolidin-1-ylmethyl-pyrrolidin-1-yl)-(6-thiophen-3-yl-pyridin-3-yl)-methanone). The reactants are O=C([O-])[O-], CCO, COCCOC, COc1cc(B(O)O)ccc1F, CC(C)n1nc(I)c2c(N)ncnc21, [Na+], [Na+], c1ccc(P(c2ccccc2)(c2ccccc2)[Pd](P(c2ccccc2)(c2ccccc2)c2ccccc2)(P(c2ccccc2)(c2ccccc2)c2ccccc2)P(c2ccccc2)(c2ccccc2)c2ccccc2)cc1. Yields the product COc1cc(-c2nn(C(C)C)c3ncnc(N)c23)ccc1F. As a reaction SMILES: [C:27](=[O:28])([O-:29])[O-:30].[CH3:33][CH2:34][OH:35].[CH3:36][O:37][CH2:38][CH2:39][O:40][CH3:41].[F:1][c:2]1[c:3]([O:11][CH3:12])[cH:4][c:5]([B:8]([OH:9])[OH:10])[cH:6][cH:7]1.[I:13][c:14]1[n:15][n:16]([CH:24]([CH3:25])[CH3:26])[c:17]2[n:18][cH:19][n:20][c:21]([NH2:23])[c:22]12.[Na+:31].[Na+:32].[cH:42]1[cH:43][cH:44][c:45]([P:46]([Pd:47]([P:48]([c:49]2[cH:50][cH:51][cH:52][cH:53][cH:54]2)([c:55]2[cH:56][cH:57][cH:58][cH:59][cH:60]2)[c:61]2[cH:62][cH:63][cH:64][cH:65][cH:66]2)([P:67]([c:68]2[cH:69][cH:70][cH:71][cH:72][cH:73]2)([c:74]2[cH:75][cH:76][cH:77][cH:78][cH:79]2)[c:80]2[cH:81][cH:82][cH:83][cH:84][cH:85]2)[P:86]([c:87]2[cH:88][cH:89][cH:90][cH:91][cH:92]2)([c:93]2[cH:94][cH:95][cH:96][cH:97][cH:98]2)[c:99]2[cH:100][cH:101][cH:102][cH:103][cH:104]2)([c:105]2[cH:106][cH:107][cH:108][cH:109][cH:110]2)[c:111]2[cH:112][cH:113][cH:114][cH:115][cH:116]2)[cH:117][cH:118]1>>[F:1][c:2]1[c:3]([O:11][CH3:12])[cH:4][c:5](-[c:14]2[n:15][n:16]([CH:24]([CH3:25])[CH3:26])[c:17]3[n:18][cH:19][n:20][c:21]([NH2:23])[c:22]23)[cH:6][cH:7]1.